This data is from the Open Reaction Database (ORD), a public repository of structured organic reaction records. The task is: describe an organic reaction: reactants, conditions, products, and yield Starting materials: C(C)OC(=O)COC(CCCC(C1C[C@H]2[C@H](C[C@H]([C@@H]2\C=C\[C@H](CCCCC)O)O)O1)Br)=O ((13E)-(5RS,6RS,9α,11α,15S)-5-bromo-6,9-epoxy-11,15-dihydroxyprost-13-enoic acid ethoxycarbonylmethyl ester), C1CCC2=NCCCN2CC1 (DBU), Cl (hydrochloric acid), P(=O)([O-])([O-])[O-] (phosphate). Run at time 2.5 hour. Product: C(C)OC(=O)COC(CCC\C=C/1\C[C@H]2[C@H](C[C@H]([C@@H]2\C=C\[C@H](CCCCC)O)O)O1)=O ((5Z,13E)-(9α,11α,15S)-6,9-Epoxy-11,15-dihydroxyprosta-5,13-dienoic acid ethoxycarbonylmethyl ester). The yield is 74.7%. Reaction SMILES: [CH2:1]([O:3][C:4]([CH2:6][O:7][C:8](=[O:32])[CH2:9][CH2:10][CH2:11][CH:12](Br)[CH:13]1[O:30][C@H:16]2[CH2:17][C@@H:18]([OH:29])[C@H:19](/[CH:20]=[CH:21]/[C@@H:22]([OH:28])[CH2:23][CH2:24][CH2:25][CH2:26][CH3:27])[C@H:15]2[CH2:14]1)=[O:5])[CH3:2].C1CCN2C(=NCCC2)CC1.Cl.P([O-])([O-])([O-])=O>>[CH2:1]([O:3][C:4]([CH2:6][O:7][C:8](=[O:32])[CH2:9][CH2:10][CH2:11]/[CH:12]=[C:13]1/[CH2:14][C@@H:15]2[C@@H:19](/[CH:20]=[CH:21]/[C@@H:22]([OH:28])[CH2:23][CH2:24][CH2:25][CH2:26][CH3:27])[C@H:18]([OH:29])[CH2:17][C@@H:16]2[O:30]/1)=[O:5])[CH3:2]. Procedure details: A mixture of 287 mg of (13E)-(5RS,6RS,9α,11α,15S)-5-bromo-6,9-epoxy-11,15-dihydroxyprost-13-enoic acid ethoxycarbonylmethyl ester (prepared as described in Example 7) and 1 ml of DBU was stirred for 2.5 hours at 50°-60° C. under a nitrogen atmosphere. The solution obtained was cooled to 0° C.-5° C., 5 ml of 1 N hydrochloric acid and 5 ml of a phosphate buffer with a pH of 6.86, cooled to 0°-5° C., were added and the mixture was extracted with diethyl ether. The extract was dried over magnesium s... The reactants are FC1=C(CN(C(=O)NC2=CC=C(C=C2)S(=O)(=O)N2CCC(CC2)C(OC)OC)C(C)C)C=C(C=C1)F (1-(2,5-difluoro-benzyl)-3-[4-(4-dimethoxymethyl-piperidine-1-sulfonyl)-phenyl]-1-isopropyl-urea), [I-].[Na+] (sodium iodide), ClC(Cl)(Cl)[SiH3] (trichloromethylsilane). Yields the product FC1=C(CN(C(=O)NC2=CC=C(C=C2)S(=O)(=O)N2CCC(CC2)C=O)C(C)C)C=C(C=C1)F (1-(2,5-Difluoro-benzyl)-3-[4-(4-formyl-piperidine-1-sulfonyl)-phenyl]-1-isopropyl-urea). RXN SMILES: [F:1][C:2]1[CH:35]=[CH:34][C:33]([F:36])=[CH:32][C:3]=1[CH2:4][N:5]([CH:29]([CH3:31])[CH3:30])[C:6]([NH:8][C:9]1[CH:14]=[CH:13][C:12]([S:15]([N:18]2[CH2:23][CH2:22][CH:21]([CH:24](OC)[O:25]C)[CH2:20][CH2:19]2)(=[O:17])=[O:16])=[CH:11][CH:10]=1)=[O:7].[I-].[Na+].ClC([SiH3])(Cl)Cl>>[F:1][C:2]1[CH:35]=[CH:34][C:33]([F:36])=[CH:32][C:3]=1[CH2:4][N:5]([CH:29]([CH3:31])[CH3:30])[C:6]([NH:8][C:9]1[CH:14]=[CH:13][C:12]([S:15]([N:18]2[CH2:19][CH2:20][CH:21]([CH:24]=[O:25])[CH2:22][CH2:23]2)(=[O:17])=[O:16])=[CH:11][CH:10]=1)=[O:7] |f:1.2|. Procedure details: The title compound was prepared from 1-(2,5-difluoro-benzyl)-3-[4-(4-dimethoxymethyl-piperidine-1-sulfonyl)-phenyl]-1-isopropyl-urea (0.530 g, 0.001 mol), sodium iodide (0.188 g, 1.26 mmol), and trichloromethylsilane (0.118 mL, 1.0 mmol) according to the procedure used for example 84 (Step D) and used directly in the next step. Starting materials: C=C(C)C(=O)N=C=O, CNC, ClC(Cl)Cl, ClCCCl. Yields the product C=C(C)C(=O)NC(=O)N(C)C. Reaction SMILES: [C:4]([C:5](=[CH2:6])[CH3:7])(=[O:8])[N:9]=[C:10]=[O:11].[CH3:1][NH:2][CH3:3].[CH:12]([Cl:13])([Cl:14])[Cl:15].[Cl:16][CH2:17][CH2:18][Cl:19]>>[CH3:1][N:2]([CH3:3])[C:10]([NH:9][C:4]([C:5](=[CH2:6])[CH3:7])=[O:8])=[O:11]. The reactants are C(C1=CC(OC)=C(O)C=C1)O (Vanillyl alcohol), C(C)(=O)OCC (ethyl acetate), 435. Reaction conditions: temperature 65 celsius, time 69 hour. Yields the product C(C)(=O)OCC1=CC(=C(C=C1)O)OC (4-acetoxymethyl-2-methoxyphenol). Isolated yield 89.0%. Reaction SMILES: [CH2:1]([OH:11])[C:2]1[CH:10]=[CH:9][C:7]([OH:8])=[C:4]([O:5][CH3:6])[CH:3]=1.[C:12](OCC)(=[O:14])[CH3:13]>>[C:12]([O:11][CH2:1][C:2]1[CH:10]=[CH:9][C:7]([OH:8])=[C:4]([O:5][CH3:6])[CH:3]=1)(=[O:14])[CH3:13]. Procedure details: Vanillyl alcohol (5) (10.3 g, 66.8 mmol) was dissolved in ethyl acetate (160 ml) at room temperature, Novozym 435 (2.00 g) was added, and the mixture was stirred at 65° C. for 69 hours. Then, the reaction mixture was cooled to room temperature, the enzyme was filtered off, and the filtrate was concentrated under reduced pressure. The residue was purified by silica gel column chromatography (gradient; ethyl acetate:n-hexane=19:81→40:60) to give 4-acetoxymethyl-2-methoxyphenol (6) (11.8 g, 59.8 mm...